The task is: describe an organic reaction: reactants, conditions, products, and yield. This data is from the Open Reaction Database (ORD), a public repository of structured organic reaction records. The reactants are CC#N, CCCNC1CCc2ncsc2C1, CCOCC, O=CCCCNC(=O)N1CCN(c2ccccc2)CC1, O=C(O)C=CC(=O)O. The product is CCCN(CCCCNC(=O)N1CCN(c2ccccc2)CC1)C1CCc2ncsc2C1. Reaction SMILES: [C:47](#[N:48])[CH3:49].[CH2:1]([CH2:2][CH3:3])[NH:4][CH:5]1[CH2:6][c:7]2[c:8]([n:9][cH:10][s:11]2)[CH2:12][CH2:13]1.[CH2:42]([O:43][CH2:44][CH3:45])[CH3:46].[O:14]=[CH:15][CH2:16][CH2:17][CH2:18][NH:19][C:20](=[O:21])[N:22]1[CH2:23][CH2:24][N:25]([c:28]2[cH:29][cH:30][cH:31][cH:32][cH:33]2)[CH2:26][CH2:27]1.[OH:34][C:35]([CH:36]=[CH:37][C:38](=[O:39])[OH:40])=[O:41]>>[CH2:1]([CH2:2][CH3:3])[N:4]([CH:5]1[CH2:6][c:7]2[c:8]([n:9][cH:10][s:11]2)[CH2:12][CH2:13]1)[CH2:15][CH2:16][CH2:17][CH2:18][NH:19][C:20](=[O:21])[N:22]1[CH2:23][CH2:24][N:25]([c:28]2[cH:29][cH:30][cH:31][cH:32][cH:33]2)[CH2:26][CH2:27]1. Reactants: C(C)(C)(C)OC(=O)N[C@H](C(=O)N[C@H](C(=O)O)CC1=CC(=C(C=C1)OCC(=O)OC)C(=O)OC)CC1=CC=CC=C1 ((2S)-2-({(2S)-2-[(tert-butoxycarbonyl)amino]-3-phenylpropanoyl}amino)-3-[3-(methoxycarbonyl)-4-(2-methoxy-2-oxoethoxy)phenyl]propanoic acid), C1(=CC=CC=C1)CCCON (3-phenylpropoxyamine). Yields the product C(C)(C)(C)OC(=O)N[C@H](C(=O)N[C@@H](CC=1C=CC(=C(C(=O)O)C1)OCC(=O)O)C(NOCCCC1=CC=CC=C1)=O)CC1=CC=CC=C1 (5-{(2S)-2-({(2S)-2-[(tert-Butoxycarbonyl)amino]-3-phenylpropanoyl}amino)-3-oxo-3-[(3-phenylpropoxy)amino]propyl}-2-(carboxymethoxy)benzoic Acid). The yield is 44.4%. Reaction SMILES: [C:1]([O:5][C:6]([NH:8][C@@H:9]([CH2:34][C:35]1[CH:40]=[CH:39][CH:38]=[CH:37][CH:36]=1)[C:10]([NH:12][C@@H:13]([CH2:17][C:18]1[CH:23]=[CH:22][C:21]([O:24][CH2:25][C:26]([O:28]C)=[O:27])=[C:20]([C:30]([O:32]C)=[O:31])[CH:19]=1)[C:14](O)=[O:15])=[O:11])=[O:7])([CH3:4])([CH3:3])[CH3:2].[C:41]1([CH2:47][CH2:48][CH2:49][O:50][NH2:51])[CH:46]=[CH:45][CH:44]=[CH:43][CH:42]=1>>[C:1]([O:5][C:6]([NH:8][C@@H:9]([CH2:34][C:35]1[CH:40]=[CH:39][CH:38]=[CH:37][CH:36]=1)[C:10]([NH:12][C@H:13]([C:14](=[O:15])[NH:51][O:50][CH2:49][CH2:48][CH2:47][C:41]1[CH:46]=[CH:45][CH:44]=[CH:43][CH:42]=1)[CH2:17][C:18]1[CH:23]=[CH:22][C:21]([O:24][CH2:25][C:26]([OH:28])=[O:27])=[C:20]([CH:19]=1)[C:30]([OH:32])=[O:31])=[O:11])=[O:7])([CH3:4])([CH3:2])[CH3:3]. Procedure: Synthesis was performed from (2S)-2-({(2S)-2-[(tert-butoxycarbonyl)amino]-3-phenylpropanoyl}amino)-3-[3-(methoxycarbonyl)-4-(2-methoxy-2-oxoethoxy)phenyl]propanoic acid (100 mg, 0.18 mmol) and 3-phenylpropoxyamine (41 mg, 0.22 mmol) according to Method C with HPLC purification to give the title compound (53 mg). 1H-NMR (400 MHz, CD3OD) d 7.57 (s, 1H), 6.94 (d, J=8.3 Hz, 1H), 4.28 (m, 1H), 3.65 (m, 2H), 3.04 (dd, J=4.9 Hz, J=13.9 Hz, 1H), 2.97 (m, 1H), 2.73 (dd, J=9.6 Hz, J=13.8 Hz, 1H), 2.65 (t,...